From a dataset of the Open Reaction Database (ORD), a public repository of structured organic reaction records. describe an organic reaction: reactants, conditions, products, and yield Reaction SMILES: C([O:3][C:4]([C:6]1[N:7]=[C:8]([CH2:11][O:12][C:13]2[CH:18]=[CH:17][C:16](I)=[CH:15][CH:14]=2)[S:9][CH:10]=1)=[O:5])C.[Cl:20][C:21]1[C:26](B(O)O)=[CH:25][CH:24]=[CH:23][N:22]=1>>[Cl:20][C:21]1[C:26]([C:16]2[CH:15]=[CH:14][C:13]([O:12][CH2:11][C:8]3[S:9][CH:10]=[C:6]([C:4]([OH:3])=[O:5])[N:7]=3)=[CH:18][CH:17]=2)=[CH:25][CH:24]=[CH:23][N:22]=1. Procedure details: 2-[4-(2-Chloro-pyridin-3-yl)-phenoxymethyl]-thiazole-4-carboxylic acid was prepared using the procedure described above for the preparation of Example 23 from 2-(4-iodo-phenoxymethyl)-thiazole-4-carboxylic acid ethyl ester (of Intermediate 2) and 2-chloropyridine-3-boronic acid (available from Lancaster Synthesis Ltd., Morecambe, UK). Mass spectrum MH+=347. The product is ClC1=NC=CC=C1C1=CC=C(OCC=2SC=C(N2)C(=O)O)C=C1 (2-[4-(2-Chloro-pyridin-3-yl)-phenoxymethyl]-thiazole-4-carboxylic acid). Starting materials: C(C)OC(=O)C=1N=C(SC1)COC1=CC=C(C=C1)I (2-(4-iodo-phenoxymethyl)-thiazole-4-carboxylic acid ethyl ester), C(C)OC(=O)C=1N=C(SC1)COC1=CC=C(C=C1)I (2-(4-iodo-phenoxymethyl)-thiazole-4-carboxylic acid ethyl ester), ClC1=NC=CC=C1B(O)O (2-chloropyridine-3-boronic acid). The reactants are C(C1=CC=CC=C1)OC1=C(C=C(C=C1)C1CC(N(C1)C=1C=C(C#N)C=CC1)=O)OC1CCCC1 (3-[4-(4-benzyloxy-3-cyclopentyloxyphenyl)-2-oxo-pyrrolidin-1-yl]-benzonitrile). The reagents and catalysts are [Pd] (Pd—C). The solvent is CCO.CCOC(=O)C (EtOH EtOAc). Reaction conditions: time 72 hour. Product: C1(CCCC1)OC=1C=C(C=CC1O)C1CC(N(C1)C=1C=C(C#N)C=CC1)=O (3-[4-(3-cyclopentyloxy-4-hydroxyphenyl)-2-oxo-pyrrolidin-1-yl]-benzonitrile). The yield is 25.4%. Reaction SMILES: C([O:8][C:9]1[CH:14]=[CH:13][C:12]([CH:15]2[CH2:19][N:18]([C:20]3[CH:21]=[C:22]([CH:25]=[CH:26][CH:27]=3)[C:23]#[N:24])[C:17](=[O:28])[CH2:16]2)=[CH:11][C:10]=1[O:29][CH:30]1[CH2:34][CH2:33][CH2:32][CH2:31]1)C1C=CC=CC=1>CCO.CCOC(C)=O.[Pd]>[CH:30]1([O:29][C:10]2[CH:11]=[C:12]([CH:15]3[CH2:19][N:18]([C:20]4[CH:21]=[C:22]([CH:25]=[CH:26][CH:27]=4)[C:23]#[N:24])[C:17](=[O:28])[CH2:16]3)[CH:13]=[CH:14][C:9]=2[OH:8])[CH2:34][CH2:33][CH2:32][CH2:31]1 |f:1.2|. Reported procedure: 200 mg of Pd—C was added to 3-[4-(4-benzyloxy-3-cyclopentyloxyphenyl)-2-oxo-pyrrolidin-1-yl]-benzonitrile (1.7 g. 3.8 mmol) in EtOH/EtOAc and flushed with H2 three times. The mixture was then stirred under H2 at r.t. for 72 h. The mixture was filtered through celite and then concentrated under reduced pressure. The residue was then dissolved in EtOAc and washed with 2N HCl, sat. NaHCO3, and sat. NaCl. Purification by silica gel gave 350 mg of the desired product. Yield: 26%. Starting materials: C(=O)([O-])[O-].[K+].[K+] (K2CO3), O (water), BrCCC1=CC=CC=C1 ((2-bromoethyl)benzene), C(C)(C)(C)OC(=O)N1C[C@@H](CCC1)N(C(CC)=O)C1=CC=CC=C1 (3(R)-(Phenyl-propionyl-amino)-piperidine-1-carboxylic acid tert-butyl ester). The solvent is C(=O)(C(F)(F)F)O.C(Cl)Cl (TFA CH2Cl2), C(=O)(O)[O-].[Na+] (NaHCO3). Run at temperature 70 celsius, time 1 hour. The product is C(CC1=CC=CC=C1)N1C[C@@H](CCC1)N(C(CC)=O)C1=CC=CC=C1 ((R)-N-(1-Phenethyl-piperidin-3-yl)-N-phenyl-propioamide). As a reaction SMILES: C(O[C:6]([N:8]1[CH2:13][CH2:12][CH2:11][C@@H:10]([N:14]([C:19]2[CH:24]=[CH:23][CH:22]=[CH:21][CH:20]=2)[C:15](=[O:18])[CH2:16][CH3:17])[CH2:9]1)=O)(C)(C)C.C([O-])([O-])=O.[K+].[K+].O.BrC[CH2:34][C:35]1[CH:40]=[CH:39][CH:38]=[CH:37][CH:36]=1>C(O)(C(F)(F)F)=O.C(Cl)Cl.C([O-])(O)=O.[Na+]>[CH2:6]([N:8]1[CH2:13][CH2:12][CH2:11][C@@H:10]([N:14]([C:19]2[CH:20]=[CH:21][CH:22]=[CH:23][CH:24]=2)[C:15](=[O:18])[CH2:16][CH3:17])[CH2:9]1)[CH2:34][C:35]1[CH:40]=[CH:39][CH:38]=[CH:37][CH:36]=1 |f:1.2.3,6.7,8.9|. Procedure: 3(R)-(Phenyl-propionyl-amino)-piperidine-1-carboxylic acid tert-butyl ester (169) (100 mg) was dissolved in a mixture of TFA-CH2Cl2 (1 ml, 20%) and stirred for 1 hr. After removal of solvent, the residue was dried under vacuum for 30 min and dissolved in 5 ml of CH2Cl2, washed with sat. K2CO3, dried (Na2SO4), filtered. After evaporation of the solvent, the residue was dissolved in CH3CN (1 ml). Then K2CO3 (125 mg, 3 eq), water (1 ml) and (2-bromoethyl)benzene (0.05 ml, 1.2 eq) was added. The mix...